Dataset: the Open Reaction Database (ORD), a public repository of structured organic reaction records. Task: describe an organic reaction: reactants, conditions, products, and yield Product: COC1=CC=C(CSC2=NC=CC=C2O)C=C1 (2-[(4-methoxybenzyl)thio]pyridin-3-ol). Conditions: temperature 150 celsius, time 3 day. Reactants: COC1=CC=C(C=C1)CS (4-Methoxy-α-toluenethiol), [F-].[K+] (potassium fluoride), C([O-])([O-])=O.[K+].[K+] (potassium carbonate), BrC1=NC=CC=C1O (2-bromo-3-hydroxypyridine). As a reaction SMILES: [CH3:1][O:2][C:3]1[CH:8]=[CH:7][C:6]([CH2:9][SH:10])=[CH:5][CH:4]=1.[F-].[K+].C(=O)([O-])[O-].[K+].[K+].Br[C:20]1[C:25]([OH:26])=[CH:24][CH:23]=[CH:22][N:21]=1>C(OCC)(=O)C.CN(C=O)C>[CH3:1][O:2][C:3]1[CH:8]=[CH:7][C:6]([CH2:9][S:10][C:20]2[C:25]([OH:26])=[CH:24][CH:23]=[CH:22][N:21]=2)=[CH:5][CH:4]=1 |f:1.2,3.4.5|. Run in C(C)(=O)OCC (ethyl acetate), CN(C)C=O (DMF). Yield: 43.0%. Procedure details: 4-Methoxy-α-toluenethiol (9.4 mL), potassium fluoride (3.34 g) and potassium carbonate (10.3 g) were added to a DMF (100 mL) solution of 2-bromo-3-hydroxypyridine (10 g, 57.5 mmol), and stirred at 150° C. for 3 days. The reaction liquid was diluted with ethyl acetate, and washed three times with distilled water. The organic layer was dried with magnesium sulfate, and concentrated under reduced pressure. The obtained residue was crystallized from ethyl acetate and hexane to obtain the intended co...